From a dataset of the Open Reaction Database (ORD), a public repository of structured organic reaction records. describe an organic reaction: reactants, conditions, products, and yield The reactants are NC[C@H]1N(CCC[C@H]1C)C(=O)C1=C(C=CC(=C1)C)N1N=CC=C1 (((2S,3R)-2-(aminomethyl)-3-methylpiperidin-1-yl)(5-methyl-2-(1H-pyrazol-1-yl)phenyl)methanone), ClC1=CC=C(N=N1)C#N (6-chloropyridazine-3-carbonitrile). Yields the product C[C@H]1[C@H](N(CCC1)C(C1=C(C=CC(=C1)C)N1N=CC=C1)=O)CNC1=CC=C(N=N1)C#N (6-((((2S,3R)-3-Methyl-1-(5-methyl-2-(1H-pyrazol-1-yl)benzoyl)piperidin-2-yl)methyl)amino)pyridazine-3-carbonitrile). Reaction SMILES: [NH2:1][CH2:2][C@@H:3]1[C@H:8]([CH3:9])[CH2:7][CH2:6][CH2:5][N:4]1[C:10]([C:12]1[CH:17]=[C:16]([CH3:18])[CH:15]=[CH:14][C:13]=1[N:19]1[CH:23]=[CH:22][CH:21]=[N:20]1)=[O:11].Cl[C:25]1[N:30]=[N:29][C:28]([C:31]#[N:32])=[CH:27][CH:26]=1>>[CH3:9][C@@H:8]1[CH2:7][CH2:6][CH2:5][N:4]([C:10](=[O:11])[C:12]2[CH:17]=[C:16]([CH3:18])[CH:15]=[CH:14][C:13]=2[N:19]2[CH:23]=[CH:22][CH:21]=[N:20]2)[C@@H:3]1[CH2:2][NH:1][C:25]1[N:30]=[N:29][C:28]([C:31]#[N:32])=[CH:27][CH:26]=1. Procedure: The title compound was prepared following the same general protocol as described for Example A45 using ((2S,3R)-2-(aminomethyl)-3-methylpiperidin-1-yl)(5-methyl-2-(1H-pyrazol-1-yl)phenyl)methanone and 6-chloropyridazine-3-carbonitrile. MS (ESI) 416 (M+H).